Dataset: the Open Reaction Database (ORD), a public repository of structured organic reaction records. Task: describe an organic reaction: reactants, conditions, products, and yield Starting materials: CC(=O)O (AcOH), C(C)(=O)O[BH-](OC(C)=O)OC(C)=O.[Na+] (sodium triacetoxyborohydride), C(C)C1=C(C=CC=C1C=O)C1=NN=C(S1)C=1C=CC(=C(C#N)C1)CC(C)C (5-[5-(2-ethyl-3-formylphenyl)-1,3,4-thiadiazol-2-yl]-2-(2-methylpropyl)benzonitrile), N1CCC(CC1)C(=O)OCC (ethyl 4-piperidinecarboxylate). The solvent is O (Water), C(C)O (ethanol), ClCCl (dichloromethane). Run at time 10 minute. Yields the product C(#N)C=1C=C(C=CC1CC(C)C)C1=NN=C(S1)C=1C(=C(C=CC1)CN1CCC(CC1)C(=O)OCC)CC (ethyl 1-[(3-{5-[3-cyano-4-(2-methylpropyl)phenyl]-1,3,4-thiadiazol-2-yl}-2-ethylphenyl)methyl]-4-piperidinecarboxylate). The yield is 90.0%. As a reaction SMILES: [CH2:1]([C:3]1[C:8]([CH:9]=O)=[CH:7][CH:6]=[CH:5][C:4]=1[C:11]1[S:15][C:14]([C:16]2[CH:17]=[CH:18][C:19]([CH2:24][CH:25]([CH3:27])[CH3:26])=[C:20]([CH:23]=2)[C:21]#[N:22])=[N:13][N:12]=1)[CH3:2].[NH:28]1[CH2:33][CH2:32][CH:31]([C:34]([O:36][CH2:37][CH3:38])=[O:35])[CH2:30][CH2:29]1.CC(O)=O.C(O[BH-](OC(=O)C)OC(=O)C)(=O)C.[Na+]>C(O)C.ClCCl.O>[C:21]([C:20]1[CH:23]=[C:16]([C:14]2[S:15][C:11]([C:4]3[C:3]([CH2:1][CH3:2])=[C:8]([CH2:9][N:28]4[CH2:33][CH2:32][CH:31]([C:34]([O:36][CH2:37][CH3:38])=[O:35])[CH2:30][CH2:29]4)[CH:7]=[CH:6][CH:5]=3)=[N:12][N:13]=2)[CH:17]=[CH:18][C:19]=1[CH2:24][CH:25]([CH3:27])[CH3:26])#[N:22] |f:3.4|. Procedure: To a solution of 5-[5-(2-ethyl-3-formylphenyl)-1,3,4-thiadiazol-2-yl]-2-(2-methylpropyl)benzonitrile (D27) (31 mg) and ethyl 4-piperidinecarboxylate (64.9 mg) in ethanol (10 mL) stirred at room temperature was added AcOH (0.15 mL). The reaction mixture was stirred at room temperature for 10 min. The residue was dissolved in dichloromethane (DCM) (10 mL), and sodium triacetoxyborohydride (52.5 mg) was added. Stirring continued for overnight. Water was added to quench the reaction, and DCM was rem... Reactants: ClC=1C=C2C(=C(N(C2=CC1)S(=O)(=O)C1=CC=CC=C1)C(=O)OCC)S(=O)(=O)Cl (ethyl 5-chloro-3-(chlorosulfonyl)-1-(phenylsulfonyl)-1H-indole-2-carboxylate), Cl.N1(CCOCC1)CCCN1C(CNCC1)=O (1-(3-morpholin-4-ylpropyl)piperazin-2-one hydrochloride), BrC=1C=C2C(=C(N(C2=CC1)S(=O)(=O)C1=CC=CC=C1)C(=O)OCC)S(=O)(=O)Cl (ethyl 5-bromo-3-(chlorosulfonyl)-1-(phenylsulfonyl)-1H-indole-2carboxylate), N1CCOCC1 (morpholine). Product: BrC=1C=C2C(=C(NC2=CC1)C(=O)N)S(=O)(=O)N1CC(N(CC1)CCCN1CCOCC1)=O (5-Bromo-3-{[4-(3-morpholin-4-ylpropyl)-3-oxopiperazin-1-yl]sulfonyl}-1H-indole-2-carboxamide). As a reaction SMILES: ClC1C=C2C(=CC=1)[N:7](S(C1C=CC=CC=1)(=O)=O)C(C(OCC)=O)=C2S(Cl)(=O)=O.[Br:29][C:30]1[CH:31]=[C:32]2[C:36](=[CH:37][CH:38]=1)[N:35](S(C1C=CC=CC=1)(=O)=O)[C:34]([C:48]([O:50]CC)=O)=[C:33]2[S:53](Cl)(=[O:55])=[O:54].N1CCOCC1.Cl.[N:64]1([CH2:70][CH2:71][CH2:72][N:73]2[CH2:78][CH2:77][NH:76][CH2:75][C:74]2=[O:79])[CH2:69][CH2:68][O:67][CH2:66][CH2:65]1>>[Br:29][C:30]1[CH:31]=[C:32]2[C:36](=[CH:37][CH:38]=1)[NH:35][C:34]([C:48]([NH2:7])=[O:50])=[C:33]2[S:53]([N:76]1[CH2:77][CH2:78][N:73]([CH2:72][CH2:71][CH2:70][N:64]2[CH2:69][CH2:68][O:67][CH2:66][CH2:65]2)[C:74](=[O:79])[CH2:75]1)(=[O:54])=[O:55] |f:3.4|. Reported procedure: Following the procedures described in Steps D and E of Example 1, replacing in Step D ethyl 5-chloro-3-(chlorosulfonyl)-1-(phenylsulfonyl)-1H-indole-2-carboxylate with ethyl 5-bromo-3-(chlorosulfonyl)-1-(phenylsulfonyl)-1H-indole-2carboxylate, and morpholine with 1-(3-morpholin-4-ylpropyl)piperazin-2-one hydrochloride, the title compound was obtained. ESI+MS: 528.3 [M+H]+. The reactants are COc1cc(C)c(C(=O)c2c(Cl)cncc2C(F)(F)F)c(OC)c1OC, C[O-], CN(C)P(N(C)C)N(C)C, Cc1ccccc1, [Na+], O. The product is COc1cc(C)c(C(=O)c2c(OC)cncc2C(F)(F)F)c(OC)c1OC. Reaction SMILES: [CH3:11][O:12][c:13]1[c:14]([C:15](=[O:16])[c:17]2[c:18]([Cl:27])[cH:19][n:20][cH:21][c:22]2[C:23]([F:24])([F:25])[F:26])[c:28]([CH3:36])[cH:29][c:30]([O:34][CH3:35])[c:31]1[O:32][CH3:33].[CH3:1][O-:2].[CH3:37][N:38]([CH3:39])[P:40]([N:41]([CH3:42])[CH3:43])[N:44]([CH3:45])[CH3:46].[CH3:4][c:5]1[cH:6][cH:7][cH:8][cH:9][cH:10]1.[Na+:3].[OH2:47]>>[CH3:1][O:2][c:18]1[c:17]([C:15]([c:14]2[c:13]([O:12][CH3:11])[c:31]([O:32][CH3:33])[c:30]([O:34][CH3:35])[cH:29][c:28]2[CH3:36])=[O:16])[c:22]([C:23]([F:24])([F:25])[F:26])[cH:21][n:20][cH:19]1. Starting materials: CS(=O)(=O)OCC1CN(C(=O)OCc2ccccc2)CC1O, CN(C)C=O, [N-]=[N+]=[N-], [Na+]. Yields the product [N-]=[N+]=NCC1CN(C(=O)OCc2ccccc2)CC1O. RXN SMILES: [CH2:1]([c:2]1[cH:3][cH:4][cH:5][cH:6][cH:7]1)[O:8][C:9](=[O:10])[N:11]1[CH2:12][CH:13]([OH:22])[CH:14]([CH2:16][O:17][S:18]([CH3:19])(=[O:20])=[O:21])[CH2:15]1.[CH3:27][N:28]([CH3:29])[CH:30]=[O:31].[N-:24]=[N+:25]=[N-:26].[Na+:23]>>[CH2:1]([c:2]1[cH:3][cH:4][cH:5][cH:6][cH:7]1)[O:8][C:9](=[O:10])[N:11]1[CH2:12][CH:13]([OH:22])[CH:14]([CH2:16][N:24]=[N+:25]=[N-:26])[CH2:15]1. Reactants: ClC1=C(C(=CC=C1)Cl)N1N=C2C(C(=NC=C2)NC2=NC(=NC(=C2)C)C)=C1 ([2-(2,6-dichlorophenyl)-2H-pyrazolo[4,3-c]pyridine-4-yl]-(2,6-dimethylpyrimidin-4-yl)amine), ClC1=NC=CC=2C1=CN(N2)C2=C(C=CC=C2Cl)Cl (4-chloro-2-(2,6-dichlorophenyl)-2H-pyrazolo[4,3-c]pyridine), NC1=NC=NC(=C1)Cl (4-amino-6-chloropyrimidine). Yields the product ClC1=CC(=NC=N1)NC1=NC=CC=2C1=CN(N2)C2=C(C=CC=C2Cl)Cl ((6-Chloropyrimidin-4-yl)-[2-(2,6-dichlorophenyl)-2H-pyrazolo[4,3-c]pyridine-4-yl]amine). Yield: 57.0%. As a reaction SMILES: [Cl:1][C:2]1[CH:7]=[CH:6][CH:5]=[C:4]([Cl:8])[C:3]=1[N:9]1[CH:26]=[C:12]2[C:13]([NH:17][C:18]3[CH:23]=[C:22](C)[N:21]=[C:20](C)[N:19]=3)=[N:14][CH:15]=[CH:16][C:11]2=[N:10]1.[Cl:27]C1C2=CN(C3C(Cl)=CC=CC=3Cl)N=C2C=CN=1.NC1C=C(Cl)N=CN=1>>[Cl:27][C:22]1[N:21]=[CH:20][N:19]=[C:18]([NH:17][C:13]2[C:12]3=[CH:26][N:9]([C:3]4[C:2]([Cl:1])=[CH:7][CH:6]=[CH:5][C:4]=4[Cl:8])[N:10]=[C:11]3[CH:16]=[CH:15][N:14]=2)[CH:23]=1. Procedure: Following the procedure described above for [2-(2,6-dichlorophenyl)-2H-pyrazolo[4,3-c]pyridine-4-yl]-(2,6-dimethylpyrimidin-4-yl)amine, 4-chloro-2-(2,6-dichlorophenyl)-2H-pyrazolo[4,3-c]pyridine and 4-amino-6-chloropyrimidine were reacted to afford the title compound as a yellow solid (244 mg, 57% yield). 1H NMR (400 MHz, DMSO-d6): δ 11.14 (br s, 1H), 9.15 (s, 1H), 8.76 (s, 1H), 8.70 (s, 1H), 8.04 (d, J=6.4 Hz, 1H), 7.81 (d, J=8.1 Hz, 2H), 7.71 (t, J=8.1 Hz, 1H), 7.30 (d, J=6.4 Hz, 1H). LCMS (Me...